From a dataset of the Open Reaction Database (ORD), a public repository of structured organic reaction records. describe an organic reaction: reactants, conditions, products, and yield The reactants are CCCCCCCCCCCc1cnc(-c2ccc(O)cc2)nc1, CCC1C=C(CO)CC1, C1CCOC1, CCOC(=O)N=NC(=O)OCC, c1ccc(P(c2ccccc2)c2ccccc2)cc1. Yields the product CCCCCCCCCCCc1cnc(-c2ccc(OCC3=CC(CC)CC3)cc2)nc1. RXN SMILES: [CH2:32]([CH2:33][CH2:34][CH2:35][CH2:36][CH2:37][CH2:38][CH2:39][CH2:40][CH2:41][CH3:42])[c:43]1[cH:44][n:45][c:46](-[c:49]2[cH:50][cH:51][c:52]([OH:55])[cH:53][cH:54]2)[n:47][cH:48]1.[CH2:56]([CH3:57])[CH:58]1[CH:59]=[C:60]([CH2:63][OH:64])[CH2:61][CH2:62]1.[CH2:65]1[O:66][CH2:67][CH2:68][CH2:69]1.[O:1]=[C:2]([O:3][CH2:4][CH3:5])[N:6]=[N:7][C:8]([O:9][CH2:10][CH3:11])=[O:12].[c:13]1([P:14]([c:15]2[cH:16][cH:17][cH:18][cH:19][cH:20]2)[c:21]2[cH:22][cH:23][cH:24][cH:25][cH:26]2)[cH:27][cH:28][cH:29][cH:30][cH:31]1>>[CH2:32]([CH2:33][CH2:34][CH2:35][CH2:36][CH2:37][CH2:38][CH2:39][CH2:40][CH2:41][CH3:42])[c:43]1[cH:44][n:45][c:46](-[c:49]2[cH:50][cH:51][c:52]([O:55][CH2:63][C:60]3=[CH:59][CH:58]([CH2:56][CH3:57])[CH2:62][CH2:61]3)[cH:53][cH:54]2)[n:47][cH:48]1. The reactants are CC1(CC(=O)O)CC(c2cccc(Cl)c2)C(c2ccc(Cl)cc2)N(C(CO[Si](c2ccccc2)(c2ccccc2)C(C)(C)C)C2CC2)C1=O, C1CCOC1, CCCC[N+](CCCC)(CCCC)CCCC, CCOC(C)=O, [F-]. Yields the product CC1(CC(=O)O)CC(c2cccc(Cl)c2)C(c2ccc(Cl)cc2)N(C(CO)C2CC2)C1=O. Reaction SMILES: [C:19]([Si:20]([c:21]1[cH:22][cH:23][cH:56][cH:57][cH:58]1)([O:24][CH2:25][CH:26]([CH:27]1[CH2:28][CH2:29]1)[N:30]1[C:31](=[O:55])[C:32]([CH3:50])([CH2:51][C:52](=[O:53])[OH:54])[CH2:33][CH:34]([c:43]2[cH:44][c:45]([Cl:49])[cH:46][cH:47][cH:48]2)[CH:35]1[c:36]1[cH:37][cH:38][c:39]([Cl:42])[cH:40][cH:41]1)[c:59]1[cH:60][cH:61][cH:62][cH:63][cH:64]1)([CH3:65])([CH3:66])[CH3:67].[CH2:68]1[O:69][CH2:70][CH2:71][CH2:72]1.[CH3:2][CH2:3][CH2:4][CH2:5][N+:6]([CH2:7][CH2:8][CH2:9][CH3:10])([CH2:11][CH2:12][CH2:13][CH3:14])[CH2:15][CH2:16][CH2:17][CH3:18].[CH3:73][CH2:74][O:75][C:76](=[O:77])[CH3:78].[F-:1]>>[OH:24][CH2:25][CH:26]([CH:27]1[CH2:28][CH2:29]1)[N:30]1[C:31](=[O:55])[C:32]([CH3:50])([CH2:51][C:52](=[O:53])[OH:54])[CH2:33][CH:34]([c:43]2[cH:44][c:45]([Cl:49])[cH:46][cH:47][cH:48]2)[CH:35]1[c:36]1[cH:37][cH:38][c:39]([Cl:42])[cH:40][cH:41]1. Reactants: O(C1=CC=CC=C1)C=1C=C(C=CC1)CN1C2=CC=CC(=C2C=2C(=CC=CC12)O)C(=O)OC (9-[(3-phenoxyphenyl)methyl]-4-hydroxy-5-carbomethoxy carbazole), [OH-].[NH4+] (ammonium hydroxide), Cl (HCl). The solvent is C(C)(=O)OCC (ethyl acetate), C1CCOC1 (THF). Product: O(C1=CC=CC=C1)C=1C=C(C=CC1)CN1C2=CC=CC(=C2C=2C(=CC=CC12)O)C(N)=O (9-[(3-phenoxyphenyl)methyl]-4-hydroxy-5-carbamoyl carbazole). Isolated yield 43.0%. RXN SMILES: [O:1]([C:8]1[CH:9]=[C:10]([CH2:14][N:15]2[C:27]3[CH:26]=[CH:25][CH:24]=[C:23]([OH:28])[C:22]=3[C:21]3[C:16]2=[CH:17][CH:18]=[CH:19][C:20]=3[C:29]([O:31]C)=O)[CH:11]=[CH:12][CH:13]=1)[C:2]1[CH:7]=[CH:6][CH:5]=[CH:4][CH:3]=1.Cl.[OH-].[NH4+:35]>C1COCC1.C(OCC)(=O)C>[O:1]([C:8]1[CH:9]=[C:10]([CH2:14][N:15]2[C:27]3[CH:26]=[CH:25][CH:24]=[C:23]([OH:28])[C:22]=3[C:21]3[C:16]2=[CH:17][CH:18]=[CH:19][C:20]=3[C:29](=[O:31])[NH2:35])[CH:11]=[CH:12][CH:13]=1)[C:2]1[CH:7]=[CH:6][CH:5]=[CH:4][CH:3]=1 |f:2.3|. Reported procedure: A solution of the 9-[(3-phenoxyphenyl)methyl]-4-hydroxy-5-carbomethoxy carbazole (100.0 mg, 0.24 mM) in 5 mL THF and 20 mL concentrated aqueous ammonium hydroxide was sonicated for 24 hours at 40-50° C. The mixture was diluted with ethyl acetate and acidified to pH 1 with 5 N HCl. The aqueous layer was extracted twice with ethyl acetate. The combined organic extracts were washed with saturated brine, dried over magnesium sulfate, filtered, and concentrated. The residue was purified by column chr... Starting materials: O=c1c2cccc([N+](=O)[O-])c2ccn1Cc1ccccc1, CCO, [H][H], N#N. The product is Nc1cccc2c(=O)n(Cc3ccccc3)ccc12. RXN SMILES: [CH2:1]([c:2]1[cH:3][cH:4][cH:5][cH:6][cH:7]1)[n:8]1[c:9](=[O:21])[c:10]2[cH:11][cH:12][cH:13][c:14]([N+:18]([O-:19])=[O:20])[c:15]2[cH:16][cH:17]1.[CH3:26][CH2:27][OH:28].[H:24][H:25].[N:22]#[N:23]>>[CH2:1]([c:2]1[cH:3][cH:4][cH:5][cH:6][cH:7]1)[n:8]1[c:9](=[O:21])[c:10]2[cH:11][cH:12][cH:13][c:14]([NH2:18])[c:15]2[cH:16][cH:17]1.